From a dataset of the Open Reaction Database (ORD), a public repository of structured organic reaction records. describe an organic reaction: reactants, conditions, products, and yield Starting materials: BrCCCCC#N (5-bromo-valeronitrile), CC(C)([O-])C.[K+] (potassium t-butoxide), NC1=NC(=NC=C1)CS(=O)C1=CC=CC=C1 (4-amino-2-phenylsulphinylmethylpyrimidine), FC(CN=C=S)(F)F (2,2,2-trifluoroethylisothiocyanate). The solvent is O (water), CN(C)C=O (DMF), C1(=CC=CC=C1)C (toluene), CN(C)C=O (DMF), C(C)#N (acetonitrile). Run at time 10 minute. The product is FC(CNC(NC1=NC(=NC=C1)/C=C/CCCC#N)=S)(F)F (trans-6-[4-(3-[2,2,2-trifluoroethyl]thioureido)pyrimid-2-yl]hex-5-enenitrile). RXN SMILES: CC(C)([O-])C.[K+].[NH2:7][C:8]1[CH:13]=[CH:12][N:11]=[C:10]([CH2:14]S(C2C=CC=CC=2)=O)[N:9]=1.Br[CH2:24][CH2:25][CH2:26][CH2:27][C:28]#[N:29].[F:30][C:31]([F:37])([F:36])[CH2:32][N:33]=[C:34]=[S:35]>CN(C=O)C.C1(C)C=CC=CC=1.C(#N)C.O>[F:30][C:31]([F:37])([F:36])[CH2:32][NH:33][C:34](=[S:35])[NH:7][C:8]1[CH:13]=[CH:12][N:11]=[C:10](/[CH:14]=[CH:24]/[CH2:25][CH2:26][CH2:27][C:28]#[N:29])[N:9]=1 |f:0.1|. Reported procedure: To a solution of potassium t-butoxide (0.88 g.) in DMF (30 ml.) stirred at 0° under nitrogen was added 4-amino-2-phenylsulphinylmethylpyrimidine (1.84 g.). The solution was stirred for 10 minutes and 5-bromo-valeronitrile (1.3 g.) in DMF (5 ml.) added over 5 minutes. The mixture was stirred for 30 minutes at 0°, poured into water (150 ml.) and extracted with EtOAc (4×15 ml.) and the extract dried (MgSO4) and evaporated in vacuo to give a clear gum (1.7 g.). The gum was heated in toluene (40 ml.)... The reactants are C1CCOC1, CO, COC(=O)c1ccc(S(=O)(=O)N(Cc2ccc(OC)cc2)Cc2cccc(F)c2)cc1, [Na+], [OH-]. Yields the product COc1ccc(CN(Cc2cccc(F)c2)S(=O)(=O)c2ccc(C(=O)O)cc2)cc1. RXN SMILES: [CH2:36]1[O:37][CH2:38][CH2:39][CH2:40]1.[CH3:34][OH:35].[F:1][c:2]1[cH:3][c:4]([CH2:5][N:6]([S:7](=[O:8])(=[O:9])[c:10]2[cH:11][cH:12][c:13]([C:14](=[O:15])[O:16][CH3:17])[cH:18][cH:19]2)[CH2:20][c:21]2[cH:22][cH:23][c:24]([O:27][CH3:28])[cH:25][cH:26]2)[cH:29][cH:30][cH:31]1.[Na+:33].[OH-:32]>>[F:1][c:2]1[cH:3][c:4]([CH2:5][N:6]([S:7](=[O:8])(=[O:9])[c:10]2[cH:11][cH:12][c:13]([C:14](=[O:15])[OH:16])[cH:18][cH:19]2)[CH2:20][c:21]2[cH:22][cH:23][c:24]([O:27][CH3:28])[cH:25][cH:26]2)[cH:29][cH:30][cH:31]1. The reactants are Cl (HCl), FC1=CC=C(C=C1)C=CC1CCC(CC1)(C1=CC=CC=C1)N(C)C ({4-[2-(4-fluorophenyl)vinyl]-1-phenylcyclohexyl}dimethylamine). Run in CC(CC)=O (2-butanone). Run at time 2 hour. Product: Cl.FC1=CC=C(C=C1)C=CC1CCC(CC1)(C1=CC=CC=C1)N(C)C ({4-[2-(4-fluorophenyl)vinyl]-1-phenylcyclohexyl}dimethylamine hydrochloride), FC1=CC=C(C=C1)C=CC1CCC(CC1)(C1=CC=CC=C1)N(C)C ({4-[2-(4-fluorophenyl)vinyl]-1-phenylcyclohexyl)dimethylamine), solid. As a reaction SMILES: [F:1][C:2]1[CH:7]=[CH:6][C:5]([CH:8]=[CH:9][CH:10]2[CH2:15][CH2:14][C:13]([N:22]([CH3:24])[CH3:23])([C:16]3[CH:21]=[CH:20][CH:19]=[CH:18][CH:17]=3)[CH2:12][CH2:11]2)=[CH:4][CH:3]=1.[ClH:25]>CC(=O)CC>[ClH:25].[F:1][C:2]1[CH:3]=[CH:4][C:5]([CH:8]=[CH:9][CH:10]2[CH2:15][CH2:14][C:13]([N:22]([CH3:24])[CH3:23])([C:16]3[CH:17]=[CH:18][CH:19]=[CH:20][CH:21]=3)[CH2:12][CH2:11]2)=[CH:6][CH:7]=1.[F:1][C:2]1[CH:3]=[CH:4][C:5]([CH:8]=[CH:9][CH:10]2[CH2:15][CH2:14][C:13]([N:22]([CH3:24])[CH3:23])([C:16]3[CH:17]=[CH:18][CH:19]=[CH:20][CH:21]=3)[CH2:12][CH2:11]2)=[CH:6][CH:7]=1 |f:3.4|. Procedure: As described for Example 5, 69 mg of the second most polar diastereoisomer of {4-[2-(4-fluorophenyl)vinyl]-1-phenylcyclohexyl}dimethylamine were also obtained (yellow oil) which were dissolved in 2-butanone (1.5 ml), and subsequently 3.3M ethanolic HCl (194 μl, 0.6 mmole) was added and the mixture stirred for 2 h. After evaporating to dryness the residue was dissolved in two drops of MeOH, and subsequently ether (8 ml) was added. The resultant residue was suction filtered and washed with ether (... The reactants are OB(O)c1ccnc(Cl)c1, Cc1cc(-c2ccc(Cl)cc2)nc(Cl)n1. The product is Cc1cc(-c2ccc(Cl)cc2)nc(-c2ccnc(Cl)c2)n1. RXN SMILES: [Cl:16][c:17]1[n:18][cH:19][cH:20][c:21]([B:23]([OH:24])[OH:25])[cH:22]1.[Cl:1][c:2]1[n:3][c:4]([CH3:15])[cH:5][c:6](-[c:8]2[cH:9][cH:10][c:11]([Cl:14])[cH:12][cH:13]2)[n:7]1>>[c:2]1(-[c:21]2[cH:20][cH:19][n:18][c:17]([Cl:16])[cH:22]2)[n:3][c:4]([CH3:15])[cH:5][c:6](-[c:8]2[cH:9][cH:10][c:11]([Cl:14])[cH:12][cH:13]2)[n:7]1. The reactants are O=C(Cc1ccc(Cl)c(Cl)c1)N1CCN(Cc2ccccc2)C2CCCC(N3CCCC3)C21, C1CCOC1, Cl, O. Product: O=C(Cc1ccc(Cl)c(Cl)c1)N1CCNC2CCCC(N3CCCC3)C21. As a reaction SMILES: [CH2:1]([c:2]1[cH:3][cH:4][cH:5][cH:6][cH:7]1)[N:8]1[CH2:9][CH2:10][N:11]([C:23]([CH2:24][c:25]2[cH:26][c:27]([Cl:32])[c:28]([Cl:31])[cH:29][cH:30]2)=[O:33])[CH:12]2[CH:13]([N:18]3[CH2:19][CH2:20][CH2:21][CH2:22]3)[CH2:14][CH2:15][CH2:16][CH:17]12.[CH2:35]1[O:36][CH2:37][CH2:38][CH2:39]1.[ClH:34].[OH2:40]>>[NH:8]1[CH2:9][CH2:10][N:11]([C:23]([CH2:24][c:25]2[cH:26][c:27]([Cl:32])[c:28]([Cl:31])[cH:29][cH:30]2)=[O:33])[CH:12]2[CH:13]([N:18]3[CH2:19][CH2:20][CH2:21][CH2:22]3)[CH2:14][CH2:15][CH2:16][CH:17]12.